This data is from the Open Reaction Database (ORD), a public repository of structured organic reaction records. The task is: describe an organic reaction: reactants, conditions, products, and yield Starting materials: C(=O)(OC)CCCCCCC=1C(CC(C1OC)=O)=O (2-(6'-carbomethoxyhexyl)-3-methoxy-4-oxo-2-cyclopenten-1-one). The reagents and catalysts are [C].[Pd] (palladium carbon). The solvent is [H][H] (hydrogen). The product is desired compound, C(=O)(OC)CCCCCCC=1C(CC(C1OC)O)=O (2-(6'-carbomethoxyhexyl)-3-methoxy-4-hydroxy-2-cyclo-penten-1-one). RXN SMILES: [C:1]([CH2:5][CH2:6][CH2:7][CH2:8][CH2:9][CH2:10][C:11]1[C:12](=[O:19])[CH2:13][C:14](=[O:18])[C:15]=1[O:16][CH3:17])([O:3][CH3:4])=[O:2]>[C].[Pd].[H][H]>[C:1]([CH2:5][CH2:6][CH2:7][CH2:8][CH2:9][CH2:10][C:11]1[C:12](=[O:19])[CH2:13][CH:14]([OH:18])[C:15]=1[O:16][CH3:17])([O:3][CH3:4])=[O:2] |f:1.2|. Procedure details: An isopropanolic solution (190 ml) of 24 g of 2-(6'-carbomethoxyhexyl)-3-methoxy-4-oxo-2-cyclopenten-1-one prepared in Step 1 and 2.85 g. of a 5% palladium carbon catalyst was subjected to catalytic hydrogenation under atmospheric pressure at room temperature until 2.3 liter of hydrogen gas was absorbed. The reaction mixture was treated according to a conventional method to give the desired compound, 2-(6'-carbomethoxyhexyl)-3-methoxy-4-hydroxy-2-cyclo-penten-1-one. Reactants: O=C([O-])[O-], CCC(CC(=O)OC)n1c(=O)[nH]c2cccnc2c1=O, Cc1cc(C)c2c(C[N+](C)(C)C)cn(C)c2c1, CN(C)C=O, [I-], [K+], [K+], O. Yields the product CCC(CC(=O)OC)n1c(=O)c2ncccc2n(Cc2cn(C)c3cc(C)cc(C)c23)c1=O. As a reaction SMILES: [C:39](=[O:40])([O-:41])[O-:42].[CH3:1][O:2][C:3]([CH2:4][CH:5]([CH2:6][CH3:7])[n:8]1[c:9](=[O:19])[nH:10][c:11]2[c:12]([c:13]1=[O:14])[n:15][cH:16][cH:17][cH:18]2)=[O:20].[CH3:22][N+:23]([CH2:24][c:25]1[cH:26][n:27]([CH3:36])[c:28]2[cH:29][c:30]([CH3:35])[cH:31][c:32]([CH3:34])[c:33]12)([CH3:37])[CH3:38].[CH3:45][N:46]([CH3:47])[CH:48]=[O:49].[I-:21].[K+:43].[K+:44].[OH2:50]>>[CH3:1][O:2][C:3]([CH2:4][CH:5]([CH2:6][CH3:7])[n:8]1[c:9](=[O:19])[n:10]([CH2:24][c:25]2[cH:26][n:27]([CH3:36])[c:28]3[cH:29][c:30]([CH3:35])[cH:31][c:32]([CH3:34])[c:33]23)[c:11]2[c:12]([c:13]1=[O:14])[n:15][cH:16][cH:17][cH:18]2)=[O:20].